Task: describe an organic reaction: reactants, conditions, products, and yield. Dataset: the Open Reaction Database (ORD), a public repository of structured organic reaction records Starting materials: FC1(C(NC(N(C1O)C1OCCC1)=O)=O)C(=O)OC (methyl 5-fluoro-1-(2-tetrahydrofuryl)-6-hydroxy-1,2,3,4,5,6-hexahydro-2,4-dioxopyrimidine-5-carboxylate), FC(C(=O)O)(F)F (trifluoroacetic acid). Solvent: O (water). Yields the product FC=1C(NC(N(C1)C1OCCC1)=O)=O (5-Fluoro-1-(2-tetrahydrofuryl)uracil). As a reaction SMILES: [F:1][C:2]1(C(OC)=O)[CH:7](O)[N:6]([CH:9]2[CH2:13][CH2:12][CH2:11][O:10]2)[C:5](=[O:14])[NH:4][C:3]1=[O:15].FC(F)(F)C(O)=O>O>[F:1][C:2]1[C:3](=[O:15])[NH:4][C:5](=[O:14])[N:6]([CH:9]2[CH2:13][CH2:12][CH2:11][O:10]2)[CH:7]=1. Procedure details: In 15 ml. of water is dissolved 30 mg. of methyl 5-fluoro-1-(2-tetrahydrofuryl)-6-hydroxy-1,2,3,4,5,6-hexahydro-2,4-dioxopyrimidine-5-carboxylate and the solution is cooled in an ice-water bath. To this solution is added 1 ml. of trifluoroacetic acid and the mixture is left standing in a refrigerator. 5-Fluoro-1-(2-tetrahydrofuryl)uracil formed can be quantitatively determined spectrophotometrically (λmaxpH 1.0 272 mm, (ε 9000)).